The task is: describe an organic reaction: reactants, conditions, products, and yield. This data is from the Open Reaction Database (ORD), a public repository of structured organic reaction records. Starting materials: COC([C@@H](NC([C@H](NC([C@@H](NC([C@@H](NC([C@@H](N)CC1=CNC2=CC=CC=C12)=O)CO)=O)CC1=CC=C(C=C1)O)=O)CC(C)C)=O)CC(C)C)=O (L-tryptophyl-L-seryl-L-tyrosyl-D-leucyl-L-leucine methyl ester), C1(CCCCC1)N=C=NC1CCCCC1 (dicyclohexylcarbodiimide), C(C1=CC=CC=C1)OC(=O)N[C@@H](CC1=CC=C(C=C1)OCC1=CC=CC=C1)C(=O)O (Nα -Benzyloxycarbonyl-O-benzyl-L-tyrosine), ON1N=NC2=C1C=CC=C2 (1-hydroxybenztriazole). Run in CN(C=O)C (dimethylformamide). Yields the product COC([C@@H](NC([C@H](NC([C@@H](NC([C@@H](NC([C@@H](NC([C@@H](NC(=O)OCC1=CC=CC=C1)CC1=CC=C(C=C1)OCC1=CC=CC=C1)=O)CC1=CNC2=CC=CC=C12)=O)CO)=O)CC1=CC=C(C=C1)O)=O)CC(C)C)=O)CC(C)C)=O (Nα -Benzyloxycarbonyl-O-benzyl-L-tyrosyl-L-tryptophyl-L-seryl-L-tyrosyl-D-leucyl-L-leucine methyl ester). RXN SMILES: [CH3:1][O:2][C:3](=[O:50])[C@H:4]([CH2:46][CH:47]([CH3:49])[CH3:48])[NH:5][C:6](=[O:45])[C@@H:7]([CH2:41][CH:42]([CH3:44])[CH3:43])[NH:8][C:9](=[O:40])[C@H:10]([CH2:32][C:33]1[CH:38]=[CH:37][C:36]([OH:39])=[CH:35][CH:34]=1)[NH:11][C:12](=[O:31])[C@H:13]([CH2:29][OH:30])[NH:14][C:15](=[O:28])[C@H:16]([CH2:18][C:19]1[C:27]2[C:22](=[CH:23][CH:24]=[CH:25][CH:26]=2)[NH:21][CH:20]=1)[NH2:17].[CH2:51]([O:58][C:59]([NH:61][C@H:62]([C:78](O)=[O:79])[CH2:63][C:64]1[CH:69]=[CH:68][C:67]([O:70][CH2:71][C:72]2[CH:77]=[CH:76][CH:75]=[CH:74][CH:73]=2)=[CH:66][CH:65]=1)=[O:60])[C:52]1[CH:57]=[CH:56][CH:55]=[CH:54][CH:53]=1.ON1C2C=CC=CC=2N=N1.C1(N=C=NC2CCCCC2)CCCCC1>CN(C)C=O>[CH3:1][O:2][C:3](=[O:50])[C@H:4]([CH2:46][CH:47]([CH3:49])[CH3:48])[NH:5][C:6](=[O:45])[C@@H:7]([CH2:41][CH:42]([CH3:43])[CH3:44])[NH:8][C:9](=[O:40])[C@H:10]([CH2:32][C:33]1[CH:34]=[CH:35][C:36]([OH:39])=[CH:37][CH:38]=1)[NH:11][C:12](=[O:31])[C@H:13]([CH2:29][OH:30])[NH:14][C:15](=[O:28])[C@H:16]([CH2:18][C:19]1[C:27]2[C:22](=[CH:23][CH:24]=[CH:25][CH:26]=2)[NH:21][CH:20]=1)[NH:17][C:78](=[O:79])[C@H:62]([CH2:63][C:64]1[CH:65]=[CH:66][C:67]([O:70][CH2:71][C:72]2[CH:73]=[CH:74][CH:75]=[CH:76][CH:77]=2)=[CH:68][CH:69]=1)[NH:61][C:59]([O:58][CH2:51][C:52]1[CH:57]=[CH:56][CH:55]=[CH:54][CH:53]=1)=[O:60]. Procedure details: The above product, 2.0 g. of L-tryptophyl-L-seryl-L-tyrosyl-D-leucyl-L-leucine methyl ester, is dissolved in 70 ml. of dimethylformamide and cooled in an ice bath. Nα -Benzyloxycarbonyl-O-benzyl-L-tyrosine, 970 mg., 355 mg. of 1-hydroxybenztriazole and 545 mg. of dicyclohexylcarbodiimide are added. The reaction is stirred at ice bath temperature for several hours, then to room temperature and finally at room temperature for twenty-four hours. The mixture is filtered and the filtrate evaporated u... Starting materials: N#CCBr, C1CCOC1, [H-], [Na+], O, CC(C)CN(CC(O)COc1cccc2[nH]c3ccccc3c12)c1ccc(O)cc1. Yields the product CC(C)CN(CC(O)COc1cccc2[nH]c3ccccc3c12)c1ccc(OCC#N)cc1. RXN SMILES: [Br:33][CH2:34][C:35]#[N:36].[CH2:38]1[O:39][CH2:40][CH2:41][CH2:42]1.[H-:31].[Na+:32].[OH2:37].[OH:1][CH:2]([CH2:3][O:4][c:5]1[cH:6][cH:7][cH:8][c:9]2[nH:10][c:11]3[cH:12][cH:13][cH:14][cH:15][c:16]3[c:17]12)[CH2:18][N:19]([CH2:20][CH:21]([CH3:22])[CH3:23])[c:24]1[cH:25][cH:26][c:27]([OH:30])[cH:28][cH:29]1>>[OH:1][CH:2]([CH2:3][O:4][c:5]1[cH:6][cH:7][cH:8][c:9]2[nH:10][c:11]3[cH:12][cH:13][cH:14][cH:15][c:16]3[c:17]12)[CH2:18][N:19]([CH2:20][CH:21]([CH3:22])[CH3:23])[c:24]1[cH:25][cH:26][c:27]([O:30][CH2:34][C:35]#[N:36])[cH:28][cH:29]1. The reactants are COC(=O)C1=CN=CN1C1C(CC2=CC=CC=C12)(C)C (1-(2,2-dimethyl-indan-1-yl)-5-imidazolecarboxylic acid methyl ester), S(O)(O)(=O)=O (sulfuric acid), [OH-].[Na+] (sodium hydroxide). Solvent: O (water). Yields the product COC(=O)C1=CN=CN1C1C(C(C2=CC=CC=C12)=O)(C)C (1-(2,2-dimethyl-3-oxo-indan-1-yl)-5-imidazolecarboxylic acid methyl ester). Yield: 60.2%. As a reaction SMILES: [CH3:1][O:2][C:3]([C:5]1[N:9]([CH:10]2[C:18]3[C:13](=[CH:14][CH:15]=[CH:16][CH:17]=3)[CH2:12][C:11]2([CH3:20])[CH3:19])[CH:8]=[N:7][CH:6]=1)=[O:4].S(=O)(=O)(O)[OH:22].[OH-].[Na+]>O>[CH3:1][O:2][C:3]([C:5]1[N:9]([CH:10]2[C:18]3[C:13](=[CH:14][CH:15]=[CH:16][CH:17]=3)[C:12](=[O:22])[C:11]2([CH3:20])[CH3:19])[CH:8]=[N:7][CH:6]=1)=[O:4] |f:2.3|. Procedure: A mixture of 30 g of 1-(2,2-dimethyl-indan-1-yl)-5-imidazolecarboxylic acid methyl ester, 150 ml of water and 17 g of sulfuric acid is heated to +80° C. Within a period of 1.5 hours an aqueous solution of 114 g of ammoniaperoxodisulfate is added dropwise. The reaction mixture is cooled to +7° C. and the pH-value is adjusted to pH 3 by addition of a 30% sodium hydroxide solution. The mixture is twice extracted with 200 ml of methylene chloride. The combined organic extracts are dried with sodium ... Reactants: ClC1=CC=NC2=CC=CC=C12 (4-chloroquinoline), salt, O (water), [H-].[Na+] (sodium hydride), petroleum jelly, C(C)OC(=O)C1=CNC(=C1C)C (3-ethoxycarbonyl-4,5-dimethyl-1H-pyrrole). Run in CN(C=O)C (dimethylformamide), CN(C=O)C (dimethylformamide). Conditions: temperature 40 celsius, time 0.3 hour. Yields the product C(C)OC(=O)C1=CN(C(=C1C)C)C1=CC=NC2=CC=CC=C12 (3-Ethoxycarbonyl-4,5-dimethyl-1-(quinol-4-yl)-1H-pyrrole). Reaction SMILES: [H-].[Na+].[CH2:3]([O:5][C:6]([C:8]1[C:12]([CH3:13])=[C:11]([CH3:14])[NH:10][CH:9]=1)=[O:7])[CH3:4].Cl[C:16]1[C:25]2[C:20](=[CH:21][CH:22]=[CH:23][CH:24]=2)[N:19]=[CH:18][CH:17]=1.O>CN(C)C=O>[CH2:3]([O:5][C:6]([C:8]1[C:12]([CH3:13])=[C:11]([CH3:14])[N:10]([C:16]2[C:25]3[C:20](=[CH:21][CH:22]=[CH:23][CH:24]=3)[N:19]=[CH:18][CH:17]=2)[CH:9]=1)=[O:7])[CH3:4] |f:0.1|. Procedure details: 0.285 g (8.9 mmol) of sodium hydride, at 75% by weight in liquid petroleum jelly, is added at a temperature in the region of 20° C. under an argon atmosphere to a solution of 1.35 g (8.1 mmol) of 3-ethoxycarbonyl-4,5-dimethyl-1H-pyrrole in 8 mL of dimethylformamide. After stirring at a temperature in the region of 40° C. for 0.3 hour, 1.45 g (8.9 mmol) of 4-chloroquinoline and 2 mL of dimethylformamide are added. After stirring at a temperature in the region of 140° C. for 6 hours, the reaction ...